Dataset: the Open Reaction Database (ORD), a public repository of structured organic reaction records. Task: describe an organic reaction: reactants, conditions, products, and yield The reactants are COC(C)(C)C, ClCCCN1CCCC1, Cl, [K+], [K+], O=C([O-])[O-], CN(C)C=O, N#CC1(c2ccc(O)cc2)CCOCC1. The product is N#CC1(c2ccc(OCCCN3CCCC3)cc2)CCOCC1. As a reaction SMILES: [C:37]([O:38][CH3:39])([CH3:40])([CH3:41])[CH3:42].[Cl:16][CH2:17][CH2:18][CH2:19][N:20]1[CH2:21][CH2:22][CH2:23][CH2:24]1.[ClH:36].[K+:30].[K+:31].[O-:32][C:33]([O-:34])=[O:35].[O:25]=[CH:26][N:27]([CH3:28])[CH3:29].[OH:1][c:2]1[cH:3][cH:4][c:5]([C:8]2([C:14]#[N:15])[CH2:9][CH2:10][O:11][CH2:12][CH2:13]2)[cH:6][cH:7]1>>[O:1]([c:2]1[cH:3][cH:4][c:5]([C:8]2([C:14]#[N:15])[CH2:9][CH2:10][O:11][CH2:12][CH2:13]2)[cH:6][cH:7]1)[CH2:17][CH2:18][CH2:19][N:20]1[CH2:21][CH2:22][CH2:23][CH2:24]1. The reactants are [Li]CCCC (BuLi), C1=CC=CC=2C3=CC=CC=C3CC12 (fluorene), CCOC(=O)C (EtOAc), BrCCC1OCCO1 (2-(2-bromoethyl)-1,3-dioxolane). The solvent is C1CCOC1 (THF), CCCCCC (hexane). Yields the product C(C)C1(OCCO1)C1C2=CC=CC=C2C=2C=CC=CC12 (9-(2-Ethyl-1,3-dioxolane-2-yl)fluorene). Yield: 52.0%. RXN SMILES: [Li]CCCC.[CH:6]1[C:18]2[CH2:17][C:16]3[C:11](=[CH:12][CH:13]=[CH:14][CH:15]=3)[C:10]=2[CH:9]=[CH:8][CH:7]=1.Br[CH2:20][CH2:21][CH:22]1[O:26][CH2:25][CH2:24][O:23]1.CCOC(C)=O>C1COCC1.CCCCCC>[CH2:21]([C:22]1([CH:17]2[C:16]3[CH:15]=[CH:14][CH:13]=[CH:12][C:11]=3[C:10]3[C:18]2=[CH:6][CH:7]=[CH:8][CH:9]=3)[O:26][CH2:25][CH2:24][O:23]1)[CH3:20]. Reported procedure: A solution of BuLi (2.35 M in hexane, 25.6 mL, 60.2 mmol) was slowly added into a cooled (-78° C.) solution of fluorene (10 g, 60.2 mmol) in 200 mL THF. The reaction mixture turned dark red and solid started to precipitate out. After 30 minutes 2-(2-bromoethyl)-1,3-dioxolane (12 g, 66.3 mmol) was added to the cold solution and the solution was warmed up to room temperature. TLC (silica, 5% EtOAc in hexane) was used to monitor the reaction. After two hours the reaction was quenched with water and...